Dataset: the Open Reaction Database (ORD), a public repository of structured organic reaction records. Task: describe an organic reaction: reactants, conditions, products, and yield Starting materials: [Br-].[Br-].[Br-].[NH+]1=CC=CC=C1.[NH+]1=CC=CC=C1.[NH+]1=CC=CC=C1 (Pyridinium tribromide), S1C(=NC=C1)C1=C2C=CNC2=CC=C1 (4-thiazol-2-yl-1H-indole), O (water). The reagents and catalysts are [Zn] (zinc). Run in CC(C)(C)O (2-methyl-2-propanol), C(C)O (ethanol), C(C)(=O)O (acetic acid), C(C)(=O)O (acetic acid). Conditions: time 1.5 hour. Product: S1C(=NC=C1)C1=C2CC(NC2=CC=C1)=O (4-thiazol-2-yl-1,3-dihydroindol-2-one). As a reaction SMILES: [Br-].[Br-].[Br-].[NH+]1C=CC=CC=1.[NH+]1C=CC=CC=1.[NH+]1C=CC=CC=1.[S:22]1[CH:26]=[CH:25][N:24]=[C:23]1[C:27]1[CH:35]=[CH:34][CH:33]=[C:32]2[C:28]=1[CH:29]=[CH:30][NH:31]2.[OH2:36]>CC(O)(C)C.C(O)C.C(O)(=O)C.[Zn]>[S:22]1[CH:26]=[CH:25][N:24]=[C:23]1[C:27]1[CH:35]=[CH:34][CH:33]=[C:32]2[C:28]=1[CH2:29][C:30](=[O:36])[NH:31]2 |f:0.1.2.3.4.5|. Procedure details: Pyridinium tribromide (90% (Aldrich), 1.9 g, 5.34 mmol) was added portion-wise over 10 minutes to a suspension of 4-thiazol-2-yl-1H-indole (360 mg, 1.78 mmol) in 2-methyl-2-propanol (15 mL), ethanol (9 mL) and acetic acid (5 mL). The mixture was stirred at room temperature for 2 hours after which acetic acid (18 mL), water (1 mL) and zinc dust (1.5 g, 23.14 mmol) were added. Stirring was continued for 1.5 hours. Residual zinc dust was removed by filtration and washed with methanol. The filtrate ... The reactants are OC1=C(C(=O)OC)C=CC=C1 (methyl 2-hydroxybenzoate), C([O-])([O-])=O.[K+].[K+] (potassium carbonate), BrCCCCCCCCCCCCCC (1-bromotetradecane). Solvent: CC(=O)C (acetone). The product is COC(C1=C(C=CC=C1)OCCCCCCCCCCCCCC)=O (2-(Tetradecyloxy)benzoic acid methyl ester). Yield: 50.2%. Reaction SMILES: [OH:1][C:2]1[CH:11]=[CH:10][CH:9]=[CH:8][C:3]=1[C:4]([O:6][CH3:7])=[O:5].C(=O)([O-])[O-].[K+].[K+].Br[CH2:19][CH2:20][CH2:21][CH2:22][CH2:23][CH2:24][CH2:25][CH2:26][CH2:27][CH2:28][CH2:29][CH2:30][CH2:31][CH3:32]>CC(C)=O>[CH3:7][O:6][C:4](=[O:5])[C:3]1[CH:8]=[CH:9][CH:10]=[CH:11][C:2]=1[O:1][CH2:32][CH2:31][CH2:30][CH2:29][CH2:28][CH2:27][CH2:26][CH2:25][CH2:24][CH2:23][CH2:22][CH2:21][CH2:20][CH3:19] |f:1.2.3|. Reported procedure: A mixture of 40 g of methyl 2-hydroxybenzoate, 45.4 g of powdered potassium carbonate, 700 ml acetone and 78.2 g of 1-bromotetradecane is heated at reflux temperature for 5 days. The reaction is cooled, filtered and concentrated in vacuo. The residue is dissolved in ethyl acetate; washed with water, saturated sodium bicarbonate, 10% sodium hydroxide, water and saturated sodium chloride; dried and concentrated in vacuo. The residue is purified by column chromatography (silica gel:0-10% ethyl acet...